This data is from the Open Reaction Database (ORD), a public repository of structured organic reaction records. The task is: describe an organic reaction: reactants, conditions, products, and yield The product is CN1CCN(CC1)C1=C(C=C2C(C(=CN3C(CCC1=C23)C)C(=O)O)=O)F (8-(4-methyl-1-piperazinyl)-9-fluoro-5-methyl-6,7-dihydro-1-oxo-1H,5H-benzo[ij]quinolizine-2-carboxylic acid). RXN SMILES: [F:1][C:2]1[CH:14]=[C:12]2[C:13]3[N:8]([CH:9]=[C:10]([C:16]([OH:18])=[O:17])[C:11]2=[O:15])[CH:7]([CH3:19])[CH2:6][CH2:5][C:4]=3[C:3]=1Cl.[CH3:21][N:22]1[CH2:27][CH2:26][NH:25][CH2:24][CH2:23]1.CN(C)P(=O)(N(C)C)N(C)C.O>C(O)(=O)C>[CH3:21][N:22]1[CH2:27][CH2:26][N:25]([C:3]2[C:4]3=[C:13]4[N:8]([CH:7]([CH3:19])[CH2:6][CH2:5]3)[CH:9]=[C:10]([C:16]([OH:18])=[O:17])[C:11](=[O:15])[C:12]4=[CH:14][C:2]=2[F:1])[CH2:24][CH2:23]1. The reactants are FC1=C(C=2CCC(N3C=C(C(C(C23)=C1)=O)C(=O)O)C)Cl (9-fluoro-8-chloro-5-methyl-6,7-dihydro-1-oxo-1H,5H-benzo[ij]quinolizine-2-carboxylic acid), CN1CCNCC1 (N-methylpiperazine), CN(P(N(C)C)(N(C)C)=O)C (hexamethylphosphoric triamide), O (water). Procedure: A mixture of 1.8 g of 9-fluoro-8-chloro-5-methyl-6,7-dihydro-1-oxo-1H,5H-benzo[ij]quinolizine-2-carboxylic acid, 36 ml of N-methylpiperazine and 15 ml of hexamethylphosphoric triamide was heated at 150° to 160° C. for 4 hours. After completion of the reaction the solvent was removed by distillation under reduced pressure and the residue was washed with 10 ml of ethyl acetate. The crude crystals thus-obtained were mixed with 100 ml of water and adjusted to a pH of 4 with acetic acid. Insoluble ma... The solvent is C(C)(=O)O (acetic acid). Starting materials: CC(C)(C)C(=O)Cl, CS(=O)(=O)c1ccc(Oc2ncnc3c2cnn3C2CCNCC2)cc1, O=C(O)C(F)(F)F, O. As a reaction SMILES: [C:34]([C:35]([CH3:36])([CH3:37])[CH3:38])(=[O:39])[Cl:40].[CH3:8][S:9](=[O:10])(=[O:11])[c:12]1[cH:13][cH:14][c:15]([O:16][c:17]2[c:18]3[c:19]([n:20][cH:21][n:22]2)[n:23]([CH:26]2[CH2:27][CH2:28][NH:29][CH2:30][CH2:31]2)[n:24][cH:25]3)[cH:32][cH:33]1.[F:1][C:2]([F:3])([F:4])[C:5]([OH:6])=[O:7].[OH2:41]>>[CH3:8][S:9](=[O:10])(=[O:11])[c:12]1[cH:13][cH:14][c:15]([O:16][c:17]2[c:18]3[c:19]([n:20][cH:21][n:22]2)[n:23]([CH:26]2[CH2:27][CH2:28][N:29]([C:34]([C:35]([CH3:36])([CH3:37])[CH3:38])=[O:39])[CH2:30][CH2:31]2)[n:24][cH:25]3)[cH:32][cH:33]1. The product is CC(C)(C)C(=O)N1CCC(n2ncc3c(Oc4ccc(S(C)(=O)=O)cc4)ncnc32)CC1.